From a dataset of the Open Reaction Database (ORD), a public repository of structured organic reaction records. describe an organic reaction: reactants, conditions, products, and yield Starting materials: N(=[N+]=[N-])CC1=C(C=C(C=C1)F)S(=O)(=O)N(C)C (2-(azidomethyl)-5-fluoro-N,N-dimethylbenzenesulfonamide), [H][H] (hydrogen). Reagents/catalysts: [Pd] (palladium on carbon). Solvent: C(C)O (ethanol). Product: NCC1=C(C=C(C=C1)F)S(=O)(=O)N(C)C (2-(aminomethyl)-5-fluoro-N,N-dimethylbenzenesulfonamide). Reaction SMILES: [N:1]([CH2:4][C:5]1[CH:10]=[CH:9][C:8]([F:11])=[CH:7][C:6]=1[S:12]([N:15]([CH3:17])[CH3:16])(=[O:14])=[O:13])=[N+]=[N-].[H][H]>[Pd].C(O)C>[NH2:1][CH2:4][C:5]1[CH:10]=[CH:9][C:8]([F:11])=[CH:7][C:6]=1[S:12]([N:15]([CH3:17])[CH3:16])(=[O:13])=[O:14]. Procedure: A mixture of 2-(azidomethyl)-5-fluoro-N,N-dimethylbenzenesulfonamide (3.57 g, 13.8 mmol) and 5% palladium on carbon (0.89 g, 25% w/w) in absolute ethanol (100 mL) was stirred under a balloon of hydrogen gas for one hour. The reaction was filtered through a small pack of celite and the filtrate was concentrated in vacuo to a yellow oil. The crude material was purified by preparative HPLC. (Gilson semi preparative HPLC system using a Waters Delta pak column (3(10×40 mm I.D.)cartridges, C18, 15 μm ... Starting materials: NC1=C(C=C(C=C1)Cl)O (2-amino-5-chlorophenol), N1(CCC(CC1)C(=O)[O-])C(=O)OC(C)(C)C (mono-tert-butyl piperidine-1,4-dicarboxylate), ice water. Run in polyphosphoric acid. Reaction conditions: time 30 minute. The product is ClC1=CC2=C(N=C(O2)C2CCNCC2)C=C1 (6-chloro-2-piperidin-4-yl-benzoxazole). Isolated yield 103.1%. As a reaction SMILES: [NH2:1][C:2]1[CH:7]=[CH:6][C:5]([Cl:8])=[CH:4][C:3]=1[OH:9].[N:10]1(C(OC(C)(C)C)=O)[CH2:15][CH2:14][CH:13]([C:16]([O-])=O)[CH2:12][CH2:11]1>>[Cl:8][C:5]1[CH:6]=[CH:7][C:2]2[N:1]=[C:16]([CH:13]3[CH2:14][CH2:15][NH:10][CH2:11][CH2:12]3)[O:9][C:3]=2[CH:4]=1. Procedure details: 500 mg 2-amino-5-chlorophenol and 800 mg mono-tert-butyl piperidine-1,4-dicarboxylate are heated to 200° C. in 4 ml polyphosphoric acid for 4 h. After cooling the reaction mixture is combined with ice water and stirred for 30 min. The precipitate is suction filtered, washed with water and dried. 850 mg product are obtained as the phosphate. Starting materials: C(C)OC(C=CC1=CC=C(C=C1)CC1=C(C(=C(C(=C1C)OC)OC)OC)OC)=O (3-[4-(2,3,4,5-tetramethoxy-6-methylbenzyl)phenyl]acrylic Acid Ethylester), [H][H] (hydrogen). Reagents/catalysts: [Pd].[C] (Pd carbon). Solvent: C(C)O (ethanol). Yields the product C(C)OC(CCC1=CC=C(C=C1)CC1=C(C(=C(C(=C1C)OC)OC)OC)OC)=O (3-[4-(2,3,4,5-tetramethoxy-6-methylbenzyl)phenyl]propionic Acid Ethylester). The yield is 85.0%. RXN SMILES: [CH2:1]([O:3][C:4](=[O:29])[CH:5]=[CH:6][C:7]1[CH:12]=[CH:11][C:10]([CH2:13][C:14]2[C:19]([CH3:20])=[C:18]([O:21][CH3:22])[C:17]([O:23][CH3:24])=[C:16]([O:25][CH3:26])[C:15]=2[O:27][CH3:28])=[CH:9][CH:8]=1)[CH3:2].[H][H]>C(O)C.[Pd].[C]>[CH2:1]([O:3][C:4](=[O:29])[CH2:5][CH2:6][C:7]1[CH:12]=[CH:11][C:10]([CH2:13][C:14]2[C:19]([CH3:20])=[C:18]([O:21][CH3:22])[C:17]([O:23][CH3:24])=[C:16]([O:25][CH3:26])[C:15]=2[O:27][CH3:28])=[CH:9][CH:8]=1)[CH3:2] |f:3.4|. Procedure: The compound (1.07 g, 2.67 mmol) obtained in step 4 was dissolved in ethanol (100 ml) and 5% Pd-carbon (200 mg) was added thereto, which was then stirred under a stream of hydrogen at room temperature for 16 hours. The reaction mixture was filtered and the filtrate was concentrated to yield the title compound (914 mg, 2.27 mmol, yield 85%).